From a dataset of the Open Reaction Database (ORD), a public repository of structured organic reaction records. describe an organic reaction: reactants, conditions, products, and yield The reactants are C(CCCCCCC=C)N1C(=O)N(C=2N=CN(C2C1=O)C)C (1-(8-nonenyl)-3,7-dimethylxanthine), C[N+]1(CCOCC1)[O-] (4-methylmorpholine-N-oxide), C(C)(C)(C)O (t-butanol), S(=O)([O-])S(=O)[O-].[Na+].[Na+] (sodium dithionite). The reagents and catalysts are [Os](=O)(=O)(=O)=O (osmium tetroxide). Solvent: CC(=O)C (acetone), O (water). Run at time 24 hour. Yields the product OC(CCCCCCCN1C(=O)N(C=2N=CN(C2C1=O)C)C)CO (1-(8,9-dihydroxynonyl)-3,7-dimethylxanthine). The yield is 54.0%. As a reaction SMILES: [CH2:1]([N:10]1[C:19](=[O:20])[C:18]2[N:17]([CH3:21])[CH:16]=[N:15][C:14]=2[N:13]([CH3:22])[C:11]1=[O:12])[CH2:2][CH2:3][CH2:4][CH2:5][CH2:6]CC=C.C[N+]1([O-])CC[O:27]CC1.S(S([O-])=O)([O-])=O.[Na+].[Na+].[C:39]([OH:43])(C)([CH3:41])[CH3:40]>[Os](=O)(=O)(=O)=O.CC(C)=O.O>[OH:43][CH:39]([CH2:41][OH:27])[CH2:40][CH2:6][CH2:5][CH2:4][CH2:3][CH2:2][CH2:1][N:10]1[C:19](=[O:20])[C:18]2[N:17]([CH3:21])[CH:16]=[N:15][C:14]=2[N:13]([CH3:22])[C:11]1=[O:12] |f:2.3.4|. Reported procedure: A solution of 1-(8-nonenyl)-3,7-dimethylxanthine (810 mg, 2.7 mmol), prepared above, 4-methylmorpholine-N-oxide (340 mg, 2.9 mmol) and 3 drops of 2.5% osmium tetroxide in t-butanol, acetone (20 ml) and water (20 ml) was stirred for 24 hours, followed by addition of saturated aqueous sodium dithionite solution (5 ml). After stirring the resulting mixture for 15 minutes, the reaction mixture was extracted with four 50 ml aliquots of 25% ethanol-dichloromethane. The combined organic layers were dri...